Dataset: the Open Reaction Database (ORD), a public repository of structured organic reaction records. Task: describe an organic reaction: reactants, conditions, products, and yield Reactants: CI, CC(C)[N-]C(C)C, ClCCl, CCOC(=O)CC(c1ccc(Cl)cc1F)c1cn(C(=O)OC(C)(C)C)c2c(CSC)cccc12, [Li+], C1CCOC1. Yields the product CCOC(=O)C(C)C(c1ccc(Cl)cc1F)c1cn(C(=O)OC(C)(C)C)c2c(CSC)cccc12. RXN SMILES: [CH3:43][I:44].[CH:1]([N-:2][CH:3]([CH3:4])[CH3:5])([CH3:6])[CH3:7].[Cl:50][CH2:51][Cl:52].[Cl:9][c:10]1[cH:11][c:12]([F:42])[c:13]([CH:16]([CH2:17][C:18](=[O:19])[O:20][CH2:21][CH3:22])[c:23]2[cH:24][n:25]([C:35](=[O:36])[O:37][C:38]([CH3:39])([CH3:40])[CH3:41])[c:26]3[c:27]([CH2:32][S:33][CH3:34])[cH:28][cH:29][cH:30][c:31]23)[cH:14][cH:15]1.[Li+:8].[O:45]1[CH2:46][CH2:47][CH2:48][CH2:49]1>>[CH3:1][CH:17]([CH:16]([c:13]1[c:12]([F:42])[cH:11][c:10]([Cl:9])[cH:15][cH:14]1)[c:23]1[cH:24][n:25]([C:35](=[O:36])[O:37][C:38]([CH3:39])([CH3:40])[CH3:41])[c:26]2[c:27]([CH2:32][S:33][CH3:34])[cH:28][cH:29][cH:30][c:31]12)[C:18](=[O:19])[O:20][CH2:21][CH3:22]. The reactants are Cl.N[C@H]1CC(N(C1)C1=CC=C(C=C1)OCC1=CC(=CC=C1)F)=O ((S)-4-amino-1-[4-(3-fluoro-benzyloxy)-phenyl]-pyrrolidin-2-one hydrochloride), C(C)N(C(C)C)C(C)C (N-ethyl-diisopropylamine), FCC(=O)OC (methyl fluoroacetate). The solvent is CN(C=O)C (N,N-dimethylformamide). Reaction conditions: temperature 50 celsius. Yields the product FCC(=O)N[C@@H]1CN(C(C1)=O)C1=CC=C(C=C1)OCC1=CC(=CC=C1)F ((S)-2-fluoro-N-{1-[4-(3-fluoro-benzyloxy)-phenyl]-5-oxo-pyrrolidin-3-yl}-acetamide). Yield: 27.8%. As a reaction SMILES: Cl.[NH2:2][C@@H:3]1[CH2:7][N:6]([C:8]2[CH:13]=[CH:12][C:11]([O:14][CH2:15][C:16]3[CH:21]=[CH:20][CH:19]=[C:18]([F:22])[CH:17]=3)=[CH:10][CH:9]=2)[C:5](=[O:23])[CH2:4]1.C(N(C(C)C)C(C)C)C.[F:33][CH2:34][C:35](OC)=[O:36]>CN(C)C=O>[F:33][CH2:34][C:35]([NH:2][C@H:3]1[CH2:4][C:5](=[O:23])[N:6]([C:8]2[CH:9]=[CH:10][C:11]([O:14][CH2:15][C:16]3[CH:21]=[CH:20][CH:19]=[C:18]([F:22])[CH:17]=3)=[CH:12][CH:13]=2)[CH2:7]1)=[O:36] |f:0.1|. Procedure: A solution of 100 mg (0.3 mmol) of (S)-4-amino-1-[4-(3-fluoro-benzyloxy)-phenyl]-pyrrolidin-2-one hydrochloride [Example 2g)] in 0.3 ml of N,N-dimethylformamide is treated successively with 100 μl (0.6 mmol) of N-ethyl-diisopropylamine and 55 μl (0.6 mmol) of methyl fluoroacetate. The resulting beige suspension is heated to 50° C. for 18 hours. For the working-up, the reaction mixture is evaporated, thereafter, the residue is dissolved in dichloromethane and the solution washed with 1 ml of hydr... The reactants are CON=C(C1=CC2=C(N(C(S2)=O)CCOC2=CC=C(C=C2)CC2C(OC3=C2C=CC=C3)=O)C=C1)C1=CC=CC=C1 (6-[(Methoxyimino)(phenyl)methyl]-3-(2-{4-[(2-oxo-2,3-dihydro-1-benzofuran-3-yl)methyl]phenoxy}ethyl)-1,3-benzothiazol-2(3H)-one), CO (methanol). The solvent is S(O)(O)(=O)=O (sulphuric acid). Yields the product OC1=C(C=CC=C1)C(C(=O)OC)CC1=CC=C(C=C1)OCCN1C(SC2=C1C=CC(=C2)C(C2=CC=CC=C2)=NOC)=O (Methyl 2-(2-hydroxyphenyl)-3-{4-[2-(6-[(methoxyimino)(phenyl)methyl]-2-oxo-1,3-benzothiazol-3(2H)-yl)ethoxy]phenyl}propanoate). RXN SMILES: [CH3:1][O:2][N:3]=[C:4]([C:35]1[CH:40]=[CH:39][CH:38]=[CH:37][CH:36]=1)[C:5]1[CH:34]=[CH:33][C:8]2[N:9]([CH2:13][CH2:14][O:15][C:16]3[CH:21]=[CH:20][C:19]([CH2:22][CH:23]4[C:27]5[CH:28]=[CH:29][CH:30]=[CH:31][C:26]=5[O:25][C:24]4=[O:32])=[CH:18][CH:17]=3)[C:10](=[O:12])[S:11][C:7]=2[CH:6]=1.[CH3:41][OH:42]>S(=O)(=O)(O)O>[OH:42][C:41]1[CH:31]=[CH:30][CH:29]=[CH:28][C:27]=1[CH:23]([CH2:22][C:19]1[CH:18]=[CH:17][C:16]([O:15][CH2:14][CH2:13][N:9]2[C:8]3[CH:33]=[CH:34][C:5]([C:4](=[N:3][O:2][CH3:1])[C:35]4[CH:40]=[CH:39][CH:38]=[CH:37][CH:36]=4)=[CH:6][C:7]=3[S:11][C:10]2=[O:12])=[CH:21][CH:20]=1)[C:24]([O:25][CH3:26])=[O:32]. Procedure: 1.5 g of the compound obtained in Step B, in 50 ml of methanol and 0.1 ml of concentrated sulphuric acid, are heated at reflux for 2 hours. The solvent is then evaporated off, the residue is hydrolysed and the precipitate obtained is chromatographed on silica gel (eluant: AcOEt/toluene 5/95). Starting materials: [N+](=O)(O)[O-] (nitric acid), FC1=C(N)C=CC(=C1)F (2,4-difluoroaniline), N#CN (cyanamide). Solvent: CCO (EtOH). Yields the product [N+](=O)(O)[O-].FC1=C(C=CC(=C1)F)NC(=N)N (N-(2,4-Difluoro-phenyl)-guanidine nitrate). The yield is 40.0%. As a reaction SMILES: [F:1][C:2]1[CH:8]=[C:7]([F:9])[CH:6]=[CH:5][C:3]=1[NH2:4].[N+:10]([O-:13])([OH:12])=[O:11].[N:14]#[C:15][NH2:16]>CCO>[N+:10]([O-:13])([OH:12])=[O:11].[F:1][C:2]1[CH:8]=[C:7]([F:9])[CH:6]=[CH:5][C:3]=1[NH:4][C:15]([NH2:16])=[NH:14] |f:4.5|. Procedure: To a mixture of 2,4-difluoroaniline (25 mmol, 3.2 g) in EtOH (10 mL) in an ice bath was added nitric acid (69% aq soln.; 1.8 mL) dropwise. After completion of the addition cyanamide (50% aq. soln.; 4 mL) was added. The reaction mixture was refluxed under N2 for 22 h. The solvent was evaporated. The solid residue was washed with EtOH and was dried under high vacuum to afford the title compound as a purple solid (2.32 g, 40%). Starting materials: CSc1nc(-c2cccc(Br)c2)cc2ccnn12, COCCOC, COc1ccc(B(O)O)cc1, CCOC(C)=O, [Na+], [Na+], O=C([O-])[O-]. Yields the product COc1ccc(-c2cccc(-c3cc4ccnn4c(SC)n3)c2)cc1. As a reaction SMILES: [Br:1][c:2]1[cH:3][c:4](-[c:8]2[cH:9][c:10]3[n:11]([c:12]([S:14][CH3:15])[n:13]2)[n:16][cH:17][cH:18]3)[cH:5][cH:6][cH:7]1.[CH2:36]([CH2:37][O:38][CH3:39])[O:40][CH3:41].[CH3:19][O:20][c:21]1[cH:22][cH:23][c:24]([B:27]([OH:28])[OH:29])[cH:25][cH:26]1.[CH3:42][CH2:43][O:44][C:45](=[O:46])[CH3:47].[Na+:30].[Na+:31].[O-:32][C:33](=[O:34])[O-:35]>>[c:2]1(-[c:24]2[cH:23][cH:22][c:21]([O:20][CH3:19])[cH:26][cH:25]2)[cH:3][c:4](-[c:8]2[cH:9][c:10]3[n:11]([c:12]([S:14][CH3:15])[n:13]2)[n:16][cH:17][cH:18]3)[cH:5][cH:6][cH:7]1. Starting materials: C(C)(C)(C)OC(=O)N1CCC(=CC1)C1=CC=C2C(=NNC2=C1)SC (4-(3-methylsulfanyl-1H-indazol-6-yl)-3,6-dihydro-2H-pyridine-1-carboxylic acid tert-butyl ester), CC1=CC=C(C=C1)B(O)O (4-methyl-phenyl boronic acid). Yields the product CSC1=NN(C2=CC(=CC=C12)C=1CCNCC1)C1=CC=C(C=C1)C (3-Methylsulfanyl-6-(1,2,3,6-tetrahydro-pyridin-4-yl)-1-p-tolyl-1H-indazole). RXN SMILES: C(OC([N:8]1[CH2:13][CH:12]=[C:11]([C:14]2[CH:22]=[C:21]3[C:17]([C:18]([S:23][CH3:24])=[N:19][NH:20]3)=[CH:16][CH:15]=2)[CH2:10][CH2:9]1)=O)(C)(C)C.[CH3:25][C:26]1[CH:31]=[CH:30][C:29](B(O)O)=[CH:28][CH:27]=1>>[CH3:24][S:23][C:18]1[C:17]2[C:21](=[CH:22][C:14]([C:11]3[CH2:10][CH2:9][NH:8][CH2:13][CH:12]=3)=[CH:15][CH:16]=2)[N:20]([C:29]2[CH:30]=[CH:31][C:26]([CH3:25])=[CH:27][CH:28]=2)[N:19]=1. Procedure details: The title compound was prepared as a white solid by coupling 4-(3-methylsulfanyl-1H-indazol-6-yl)-3,6-dihydro-2H-pyridine-1-carboxylic acid tert-butyl ester and 4-methyl-phenyl boronic acid to yield an intermediate, which was de-protected to remove the N-Boc.